Dataset: the Open Reaction Database (ORD), a public repository of structured organic reaction records. Task: describe an organic reaction: reactants, conditions, products, and yield Reactants: O (Water), ClC1=C(C(=O)O)C(=CC=N1)Cl (2,4-dichloronicotinic acid), C(C1=CC=CC=C1)Br (benzyl bromide), C(=O)([O-])[O-].[K+].[K+] (K2CO3). Solvent: CN(C)C=O (DMF). Run at time 8 hour. Yields the product ClC1=C(C(=O)OCC2=CC=CC=C2)C(=CC=N1)Cl (benzyl 2,4-dichloronicotinate). Yield: 95.4%. RXN SMILES: [Cl:1][C:2]1[N:10]=[CH:9][CH:8]=[C:7]([Cl:11])[C:3]=1[C:4]([OH:6])=[O:5].[CH2:12](Br)[C:13]1[CH:18]=[CH:17][CH:16]=[CH:15][CH:14]=1.C([O-])([O-])=O.[K+].[K+].O>CN(C=O)C>[Cl:1][C:2]1[N:10]=[CH:9][CH:8]=[C:7]([Cl:11])[C:3]=1[C:4]([O:6][CH2:12][C:13]1[CH:18]=[CH:17][CH:16]=[CH:15][CH:14]=1)=[O:5] |f:2.3.4|. Procedure details: A mixture of 2,4-dichloronicotinic acid (5.0 g, 26 mmol), benzyl bromide (3.7 mL, 31 mmol) and K2CO3 (7.2 g, 52 mmol) in DMF (50 mL) was stirred at room temperature overnight. Water was added and the mixture was extracted with ethyl acetate. The organic layers were combined and washed with water, brine, dried over sodium sulfate, evaporated and then purified by silica chromatography (0-7% ethyl acetate in hexanes) to give benzyl 2,4-dichloronicotinate (7.0 g, 96%). Starting materials: ClC1=NC=CC2=C1C(=CS2)N2C(N(CC2)C=2C=NC=CC2C)=O (1-(4-chloro-thieno[3,2-c]pyridin-3-yl)-3-(4-methyl-pyridin-3-yl)-imidazolidin-2-one), CO (MeOH). Reagents/catalysts: [Zn] (Zinc). The solvent is C(Cl)Cl (DCM), C(C)(=O)O (acetic acid). Run at time 2 day. The product is CC1=C(C=NC=C1)N1C(N(CC1)C1=CSC2=C1C=NC=C2)=O (1-(4-Methyl-pyridin-3-yl)-3-thieno[3,2-c]pyridin-3-yl-imidazolidin-2-one). Yield: 40.4%. RXN SMILES: Cl[C:2]1[C:7]2[C:8]([N:11]3[CH2:15][CH2:14][N:13]([C:16]4[CH:17]=[N:18][CH:19]=[CH:20][C:21]=4[CH3:22])[C:12]3=[O:23])=[CH:9][S:10][C:6]=2[CH:5]=[CH:4][N:3]=1.CO>C(O)(=O)C.C(Cl)Cl.[Zn]>[CH3:22][C:21]1[CH:20]=[CH:19][N:18]=[CH:17][C:16]=1[N:13]1[CH2:14][CH2:15][N:11]([C:8]2[C:7]3[CH:2]=[N:3][CH:4]=[CH:5][C:6]=3[S:10][CH:9]=2)[C:12]1=[O:23]. Reported procedure: Activated Zinc (417 mg, 6.380 mmol) was added to a stirred solution of 1-(4-chloro-thieno[3,2-c]pyridin-3-yl)-3-(4-methyl-pyridin-3-yl)-imidazolidin-2-one (I-136a: 220 mg, 0.6380 mmol) in acetic acid (10 mL). The resulting mixture was stirred at room temperature for 2 days. The reaction was monitored by TLC (10% MeOH in DCM). The reaction mixture was filtered and the filtrate was concentrated under reduced pressure. Aqueous NH3 solution was added to the concentrate and extracted with DCM. The or... The reactants are C(C1=CC=CC=C1)OC(=O)NC(C(=O)O)O (N-Benzyloxycarbonyl-α-hydroxyglycine), S(O)(O)(=O)=O (sulfuric acid), C(C)(=O)O (acetic acid), O1C2=C(CC1)C=CC=C2 (2,3-dihydrobenzo(b)furan). The solvent is O (water). Conditions: time 8 hour. The product is C(C1=CC=CC=C1)OC(=O)NC(C(=O)O)C1=CC2=C(OCC2)C=C1 (α-benzyloxycarbonylamino-2,3-dihydro-5-benzo(b)furanyl acetic acid). The yield is 35.2%. RXN SMILES: [CH2:1]([O:8][C:9]([NH:11][CH:12](O)[C:13]([OH:15])=[O:14])=[O:10])[C:2]1[CH:7]=[CH:6][CH:5]=[CH:4][CH:3]=1.S(=O)(=O)(O)O.C(O)(=O)C.[O:26]1[CH2:30][CH2:29][C:28]2[CH:31]=[CH:32][CH:33]=[CH:34][C:27]1=2>O>[CH2:1]([O:8][C:9]([NH:11][CH:12]([C:32]1[CH:33]=[CH:34][C:27]2[O:26][CH2:30][CH2:29][C:28]=2[CH:31]=1)[C:13]([OH:15])=[O:14])=[O:10])[C:2]1[CH:7]=[CH:6][CH:5]=[CH:4][CH:3]=1. Procedure: N-Benzyloxycarbonyl-α-hydroxyglycine (10.4 g., 0.046 mole) was added to a stirred mixture of concentrated sulfuric acid (4 ml.) and glacial acetic acid (36 ml.) at 0°-5° C. followed, after five minutes, by the dropwise addition of 2,3-dihydrobenzo(b)furan (5.8 g., 0.048 mole). The reaction mixture was stirred at ambient temperature overnight and the resulting pale mauve emulsion poured into stirred ice and water to afford a gum, which was induced to solidify. The crude product was collected, was... Starting materials: O.[OH-].[Li+] (lithium hydroxide monohydrate), C(C)(=O)OCC (Ethyl acetate), C(C1=CC=CC=C1)OC(NC1C(CCCC1)C(C)=O)=O ((2-acetyl-cyclohexyl)-carbamic acid benzyl ester), Cl (HCl). Solvent: O (water), O1CCCC1 (tetrahydrofuran). Reaction conditions: time 24 hour. The product is C(C1=CC=CC=C1)OC(=O)NC1C(CCCC1)C(=O)O (2-Benzyloxycarbonylamino-cyclohexanecarboxylic acid). Isolated yield 82.0%. RXN SMILES: [CH2:1]([O:8][C:9](=[O:20])[NH:10][CH:11]1[CH2:16][CH2:15][CH2:14][CH2:13][CH:12]1[C:17](=[O:19])C)[C:2]1[CH:7]=[CH:6][CH:5]=[CH:4][CH:3]=1.O.[OH-].[Li+].Cl.C(OCC)(=[O:27])C>O1CCCC1.O>[CH2:1]([O:8][C:9]([NH:10][CH:11]1[CH2:16][CH2:15][CH2:14][CH2:13][CH:12]1[C:17]([OH:19])=[O:27])=[O:20])[C:2]1[CH:3]=[CH:4][CH:5]=[CH:6][CH:7]=1 |f:1.2.3|. Reported procedure: The ester of step 1 (26.45 g, 86.62 mmol) was dissolved in 250 mL of tetrahydrofuran and treated with a solution of lithium hydroxide monohydrate (10.65 g, 256 mmol) in 250 mL of water and stirred at ambient temperature for 24 h. The reaction mixture was cooled to 0° C. and neutralized with 300 mL of a 1N HCl solution. Ethyl acetate (400 mL) was added and the organic layer was separated, dried over sodium sulfate, filtered and concentrated to give a crude solid. The product was purified by recry... Starting materials: C(C)(C)(C)OC(NC1(CC(C(CC1)=O)=CN(C)C)C1=CC(=CC=C1)C(C)(C)C)=O ([1-(3-tert-Butyl-phenyl)-3-dimethylaminomethylene-4-oxo-cyclohexyl]-carbamic acid tert-butyl ester), O.NN (hydrazine hydrate). The solvent is C(C)O (ethanol). Reaction conditions: time 12 hour. Yields the product C(C)(C)(C)OC(NC1(CC2=CNN=C2CC1)C1=CC(=CC=C1)C(C)(C)C)=O ([5-(3-tert-Butyl-phenyl)-4,5,6,7-tetrahydro-2H-indazol-5-yl]-carbamic acid tert-butyl ester). As a reaction SMILES: [C:1]([O:5][C:6](=[O:29])[NH:7][C:8]1([C:19]2[CH:24]=[CH:23][CH:22]=[C:21]([C:25]([CH3:28])([CH3:27])[CH3:26])[CH:20]=2)[CH2:13][CH2:12][C:11](=O)[C:10](=[CH:15][N:16](C)C)[CH2:9]1)([CH3:4])([CH3:3])[CH3:2].O.[NH2:31]N>C(O)C>[C:1]([O:5][C:6](=[O:29])[NH:7][C:8]1([C:19]2[CH:24]=[CH:23][CH:22]=[C:21]([C:25]([CH3:28])([CH3:27])[CH3:26])[CH:20]=2)[CH2:13][CH2:12][C:11]2[C:10](=[CH:15][NH:16][N:31]=2)[CH2:9]1)([CH3:3])([CH3:2])[CH3:4] |f:1.2|. Procedure: To crude [1-(3-tert-Butyl-phenyl)-3-dimethylaminomethylene-4-oxo-cyclohexyl]-carbamic acid tert-butyl ester (91 mg, 0.227 mmol) was added ethanol (6 mL) and hydrazine hydrate (0.010 mL, 0.32 mmol). The reaction mixture was stirred at room temperature for 12 h then placed in a freezer overnight. The reaction mixture was concentrated under reduced pressure yielding the title compound: Rf=0.35 in 5% MeOH/CH2Cl2; retention time=1.92 min, method [7]; mass spec (ESI) 392 (25), 370 (2), 315 (24), 314 (... Reactants: BrCC1CO1, Oc1ccc(OCCCC2CC2)cc1, [K+], [OH-], O. The product is c1cc(OCC2CO2)ccc1OCCCC1CC1. Reaction SMILES: [Br:17][CH2:18][CH:19]1[CH2:20][O:21]1.[CH:1]1([CH2:4][CH2:5][CH2:6][O:7][c:8]2[cH:9][cH:10][c:11]([OH:14])[cH:12][cH:13]2)[CH2:2][CH2:3]1.[K+:16].[OH-:15].[OH2:22]>>[CH:1]1([CH2:4][CH2:5][CH2:6][O:7][c:8]2[cH:9][cH:10][c:11]([O:14][CH2:18][CH:19]3[CH2:20][O:21]3)[cH:12][cH:13]2)[CH2:2][CH2:3]1.